Dataset: the Open Reaction Database (ORD), a public repository of structured organic reaction records. Task: describe an organic reaction: reactants, conditions, products, and yield Starting materials: ClCCNC(=O)N(C1[C@H](O)[C@@H](O)[C@@H](O)CO1)CCC (1-(2-chloroethyl)-3-n-propyl-3-L-arabinopyranosylurea), C([O-])([O-])=O.[Na+].[Na+] (sodium carbonate), [N+](=O)([N+](=O)[O-])[O-] (nitrogen tetroxide). Solvent: O1CCCC1 (tetrahydrofuran), C(Cl)Cl (methylene chloride). Yields the product ClCCN(C(=O)N(C1[C@H](O)[C@@H](O)[C@@H](O)CO1)CCC)N=O (1-(2-chloroethyl)-1-nitroso-3-n-propyl-3-L-arabinopyranosylurea). The yield is 75.9%. RXN SMILES: [Cl:1][CH2:2][CH2:3][NH:4][C:5]([N:7]([CH2:17][CH2:18][CH3:19])[CH:8]1[O:16][CH2:15][C@H:13]([OH:14])[C@H:11]([OH:12])[C@H:9]1[OH:10])=[O:6].C(=O)([O-])[O-].[Na+].[Na+].[N+:26]([O-])([N+]([O-])=O)=[O:27]>O1CCCC1.C(Cl)Cl>[Cl:1][CH2:2][CH2:3][N:4]([N:26]=[O:27])[C:5]([N:7]([CH2:17][CH2:18][CH3:19])[CH:8]1[O:16][CH2:15][C@H:13]([OH:14])[C@H:11]([OH:12])[C@H:9]1[OH:10])=[O:6] |f:1.2.3|. Reported procedure: 3.0 g of 1-(2-chloroethyl)-3-n-propyl-3-L-arabinopyranosylurea are dissolved in a mixture of 80 ml of tetrahydrofuran and 80 ml of methylene chloride, and 15 g of sodium carbonate are added thereto. 5 g of nitrogen tetroxide gas are introduced into the mixture for 10 minutes under ice-cooling. The mixture is treated in the same manner as described in Example 2. 2.5 g of 1-(2-chloroethyl)-1-nitroso-3-n-propyl-3-L-arabinopyranosylurea are thereby obtained as yellow caramel. Reactants: NC1=NC=CC(=C1)Cl (2-amino-4-chloropyridine), OC=1C=CC(=C(C1)C(F)(F)F)[N+](=O)[O-] (5-hydroxy-2-nitrobenzotrifluoride), C(C)(C)N(CC)C(C)C (diisopropylethylamine). Solvent: CN1C(CCC1)=O (N-methylpyrrolidone), C(C)OCC (diethyl ether). Run at temperature 150 celsius. Yields the product [N+](=O)([O-])C1=C(C=C(OC2=CC(=NC=C2)N)C=C1)C(F)(F)F (4-(4-Nitro-3-trifluoromethylphenoxy)pyridin-2-ylamine). Isolated yield 16.3%. As a reaction SMILES: [NH2:1][C:2]1[CH:7]=[C:6](Cl)[CH:5]=[CH:4][N:3]=1.[OH:9][C:10]1[CH:11]=[CH:12][C:13]([N+:20]([O-:22])=[O:21])=[C:14]([C:16]([F:19])([F:18])[F:17])[CH:15]=1.C(N(C(C)C)CC)(C)C>CN1CCCC1=O.C(OCC)C>[N+:20]([C:13]1[CH:12]=[CH:11][C:10]([O:9][C:6]2[CH:5]=[CH:4][N:3]=[C:2]([NH2:1])[CH:7]=2)=[CH:15][C:14]=1[C:16]([F:17])([F:18])[F:19])([O-:22])=[O:21]. Procedure: To a solution of 2-amino-4-chloropyridine (2.0 g, 15.6 mmol) in N-methylpyrrolidone (16 ml) were added 5-hydroxy-2-nitrobenzotrifluoride (4.85 g, 23.4 mmol) and diisopropylethylamine (8.15 ml, 46.8 mmol), followed by stirring under a nitrogen atmosphere to heat at 150° C. for 62 hrs. The reaction mixture was cooled down to room temperature and the diisopropylethylamine was evaporated under a reduced pressure. The resultant residue was partitioned between ethyl acetate:tetrahydrofuran=1:1 (300 ml... The reactants are ClC=1C(=NC=NC1Cl)N (5,6-dichloropyrimidin-4-amine), Cl.Cl.NC=1C=C(C=NC1)O (5-aminopyridin-3-ol dihydrochloride), C(C1=CC=CC=C1)N1N=CC(=C1)B1OC(C(O1)(C)C)(C)C (1-benzyl-4-(4,4,5,5-tetramethyl-1,3,2-dioxaborolan-2-yl)-1H-pyrazole), C(C=C)(=O)Cl (acryloyl chloride). Product: NC1=C(C(=NC=N1)OC=1C=C(C=NC1)NC(C=C)=O)C=1C=NN(C1)CC1=CC=CC=C1 (N-(5-((6-amino-5-(1-benzyl-1H-pyrazol-4-yl)pyrimidin-4-yl)oxy)pyridin-3-yl)acrylamide). RXN SMILES: Cl[C:2]1[C:3]([NH2:9])=[N:4][CH:5]=[N:6][C:7]=1Cl.Cl.Cl.[NH2:12][C:13]1[CH:14]=[C:15]([OH:19])[CH:16]=[N:17][CH:18]=1.[CH2:20]([N:27]1[CH:31]=[C:30](B2OC(C)(C)C(C)(C)O2)[CH:29]=[N:28]1)[C:21]1[CH:26]=[CH:25][CH:24]=[CH:23][CH:22]=1.[C:41](Cl)(=[O:44])[CH:42]=[CH2:43]>>[NH2:9][C:3]1[N:4]=[CH:5][N:6]=[C:7]([O:19][C:15]2[CH:14]=[C:13]([NH:12][C:41](=[O:44])[CH:42]=[CH2:43])[CH:18]=[N:17][CH:16]=2)[C:2]=1[C:30]1[CH:29]=[N:28][N:27]([CH2:20][C:21]2[CH:26]=[CH:25][CH:24]=[CH:23][CH:22]=2)[CH:31]=1 |f:1.2.3|. Reported procedure: N-(5-((6-amino-5-(1-benzyl-1H-pyrazol-4-yl)pyrimidin-4-yl)oxy)pyridin-3-yl)acrylamide was prepared from 5,6-dichloropyrimidin-4-amine, 5-aminopyridin-3-ol dihydrochloride, 1-benzyl-4-(4,4,5,5-tetramethyl-1,3,2-dioxaborolan-2-yl)-1H-pyrazole, and acryloyl chloride using methods A, C, and F. HPLC: 77%. MS: m/z=414 [M+H]+. Reactants: CC(=O)O, CCOC(=O)c1cn(CCc2ccccc2)c2cc(F)c(F)c(NCc3ccccc3)c2c1=O, CCO. Yields the product CCOC(=O)c1cn(CCc2ccccc2)c2cc(F)c(F)c(N)c2c1=O. Reaction SMILES: [C:38]([OH:39])(=[O:40])[CH3:41].[CH2:1]([c:2]1[cH:3][cH:4][cH:5][cH:6][cH:7]1)[NH:8][c:9]1[c:10]2[c:11](=[O:34])[c:12]([C:29](=[O:30])[O:31][CH2:32][CH3:33])[cH:13][n:14]([CH2:21][CH2:22][c:23]3[cH:24][cH:25][cH:26][cH:27][cH:28]3)[c:15]2[cH:16][c:17]([F:20])[c:18]1[F:19].[CH3:35][CH2:36][OH:37]>>[NH2:8][c:9]1[c:10]2[c:11](=[O:34])[c:12]([C:29](=[O:30])[O:31][CH2:32][CH3:33])[cH:13][n:14]([CH2:21][CH2:22][c:23]3[cH:24][cH:25][cH:26][cH:27][cH:28]3)[c:15]2[cH:16][c:17]([F:20])[c:18]1[F:19]. The reactants are C[C@@H](C1=CC=CC=C1)N (l-(-)-α-Methylbenzylamine), O(C1=CC=CC=C1)C=1C=C(C(C(=O)O)O)C=CC1 (racemic 3-phenoxymandelic acid). Run in C(C)(C)O (isopropyl alcohol). Conditions: time 24 hour. Yields the product l-(-)-α-methylbenzylammonium, O(C1=CC=CC=C1)C=1C=C([C@@H](C(=O)O)O)C=CC1 ((S)-3-phenoxymandelic acid). RXN SMILES: C[C@H](N)C1C=CC=CC=1.[O:10]([C:17]1[CH:18]=[C:19]([CH:25]=[CH:26][CH:27]=1)[CH:20]([OH:24])[C:21]([OH:23])=[O:22])[C:11]1[CH:16]=[CH:15][CH:14]=[CH:13][CH:12]=1>C(O)(C)C>[O:10]([C:17]1[CH:18]=[C:19]([CH:25]=[CH:26][CH:27]=1)[C@H:20]([OH:24])[C:21]([OH:23])=[O:22])[C:11]1[CH:12]=[CH:13][CH:14]=[CH:15][CH:16]=1. Reported procedure: l-(-)-α-Methylbenzylamine (21.0 g) was added to a solution of racemic 3-phenoxymandelic acid (67.0 g) in isopropyl alcohol (700 ml) and the mixture kept for 24 hours at the ambient temperature. The solid precipitate was collected by filtration, (the filtrate kept--see below) and recrystallised twice from isopropyl alcohol (200 ml) to yield the l-(-)-α-methylbenzylammonium salt of (S)-3-phenoxymandelic acid, m.p. 153° C. This was then shaken with a mixture of diethyl ether 150 ml) and 5N hydrochl...